This data is from the Open Reaction Database (ORD), a public repository of structured organic reaction records. The task is: describe an organic reaction: reactants, conditions, products, and yield Reactants: CC1=NN(C(=C1)N)C(C)C, CONC(=O)C1=CC=CC=C1NC2=CC(=NC=C2Cl)Cl. Reagents/catalysts: C(=O)([O-])[O-].[Cs+].[Cs+], CC1(C2=C(C(=CC=C2)P(C3=CC=CC=C3)C4=CC=CC=C4)OC5=C1C=CC=C5P(C6=CC=CC=C6)C7=CC=CC=C7)C, CC(=O)O.CC(=O)O.[Pd]. The solvent is C1COCCO1. Run at temperature 100 celsius. The product is CC1=NN(C(=C1)NC2=NC=C(C(=C2)NC3=CC=CC=C3C(=O)NOC)Cl)C(C)C. Yield: 86.7%. Reported procedure: 2-(2,5-dichloropyridin-4-ylamino)-N-methoxybenzamide (5 g, 16.02 mmol), 1-isopropyl-3-methyl-1H-pyrazol-5-amine (2.453 g, 17.62 mmol) and cesium carbonate (7.83 g, 24.03 mmol) were suspended in 1,4-dioxane (75 mL). Nitrogen was bubbled through mixture for 15 minutes. (9,9-dimethyl-9H-xanthene-4,5-diyl)bis(diphenylphosphine) (0.834 g, 1.44 mmol) and diacetoxypalladium (0.216 g, 0.96 mmol) were added and flask was purged with nitrogen (x3). Mixture was stirred at reflux overnight.  Reaction was al...